Dataset: the Open Reaction Database (ORD), a public repository of structured organic reaction records. Task: describe an organic reaction: reactants, conditions, products, and yield As a reaction SMILES: [S:1]1[C:5]2[CH:6]=[CH:7][CH:8]=[CH:9][C:4]=2[N:3]=[C:2]1[C:10]1[C:14]([CH2:15][CH2:16][CH2:17][CH2:18]Br)=[N:13][NH:12][C:11]=1[NH2:20].NC1NN=C(CCCCO)C=1[C:32]1SC2C=CC=C[C:35]=2[N:36]=1.CNC.C1COCC1>>[S:1]1[C:5]2[CH:6]=[CH:7][CH:8]=[CH:9][C:4]=2[N:3]=[C:2]1[C:10]1[C:14]([CH2:15][CH2:16][CH2:17][CH2:18][N:36]([CH3:35])[CH3:32])=[N:13][NH:12][C:11]=1[NH2:20]. Reported procedure: The title compound (41 mg) was prepared using 185 mg (0.39 mmol) of 4-benzothiazol-2-yl-5-(4-bromobutyl)-2H-pyrazol-3-ylamine, which was derived from 4-(5-amino-4-benzothiazol-2-yl-1H-pyrazol-3-yl)-butan-1-ol, and 5 mL of a 2 M solution of dimethylamine in THF (10 mmol). MS (m/z, ES+): 316.4 (M+1, 100%). The reactants are S1C(=NC2=C1C=CC=C2)C2=C(NN=C2CCCCBr)N (4-benzothiazol-2-yl-5-(4-bromobutyl)-2H-pyrazol-3-ylamine), CNC (dimethylamine), C1CCOC1 (THF), NC1=C(C(=NN1)CCCCO)C=1SC2=C(N1)C=CC=C2 (4-(5-amino-4-benzothiazol-2-yl-1H-pyrazol-3-yl)-butan-1-ol), solution. Yields the product S1C(=NC2=C1C=CC=C2)C2=C(NN=C2CCCCN(C)C)N (4-Benzothiazol-2-yl-5-(4-dimethylaminobutyl)-2H-pyrazol-3-ylamine).